Dataset: the Open Reaction Database (ORD), a public repository of structured organic reaction records. Task: describe an organic reaction: reactants, conditions, products, and yield Starting materials: C([O-])(O)=O.[Na+] (sodium bicarbonate), Br (hydrobromic acid), ClC=1C=C(C=CC1SC)C(=O)C1=NC(=C(C=C1)C)OC ([3-chloro-4-(methylsulfanyl)phenyl](6-methoxy-5-methylpyridin-2-yl)methanone), Example 1-40. Solvent: C(C)#N (acetonitrile). Reaction conditions: temperature 95 celsius, time 1 hour. Product: ClC=1C=C(C(=O)C2=CC=C(C(N2)=O)C)C=CC1SC (6-[3-chloro-4-(methylsulfanyl)benzoyl]-3-methylpyridin-2(1H)-one). Isolated yield 95.0%. As a reaction SMILES: Br.[Cl:2][C:3]1[CH:4]=[C:5]([C:11]([C:13]2[CH:18]=[CH:17][C:16]([CH3:19])=[C:15]([O:20]C)[N:14]=2)=[O:12])[CH:6]=[CH:7][C:8]=1[S:9][CH3:10].C(=O)(O)[O-].[Na+]>C(#N)C>[Cl:2][C:3]1[CH:4]=[C:5]([CH:6]=[CH:7][C:8]=1[S:9][CH3:10])[C:11]([C:13]1[NH:14][C:15](=[O:20])[C:16]([CH3:19])=[CH:17][CH:18]=1)=[O:12] |f:2.3|. Procedure details: 48% hydrobromic acid (7 mL) was added to a solution of [3-chloro-4-(methylsulfanyl)phenyl](6-methoxy-5-methylpyridin-2-yl)methanone obtained in Reference Example 1-40 (700 mg) in acetonitrile (7 mL) at room temperature, and the mixture was stirred at 95° C. for one hour. The reaction solution was neutralized with saturated aqueous sodium bicarbonate at room temperature and extracted with chloroform. The organic layer was dried over anhydrous magnesium sulfate and filtered. The solvent was then e... Reactants: CO, O=[N+]([O-])c1ccccc1-c1nc(C(F)(F)F)c[nH]1. Product: Nc1ccccc1-c1nc(C(F)(F)F)c[nH]1. As a reaction SMILES: [CH3:19][OH:20].[N+:1]([O-:2])(=[O:3])[c:4]1[c:5](-[c:10]2[nH:11][cH:12][c:13]([C:15]([F:16])([F:17])[F:18])[n:14]2)[cH:6][cH:7][cH:8][cH:9]1>>[NH2:1][c:4]1[c:5](-[c:10]2[nH:11][cH:12][c:13]([C:15]([F:16])([F:17])[F:18])[n:14]2)[cH:6][cH:7][cH:8][cH:9]1. Starting materials: [N-]=[N+]=[N-].[Na+] (sodium azide), C(C1=CC=CC=C1)OC(=O)N1CCC(CC1)C(=O)O (1-(benzyloxycarbonyl)-4-piperidine carboxylic acid), CN(C)C=O (DMF), C(C(=O)Cl)(=O)Cl (oxalyl chloride). The solvent is O (water), O (water), CC(=O)C (acetone), ClCCl (dichloromethane). Product: C(C1=CC=CC=C1)OC(=O)N1CCC(CC1)N=C=O (1-(benzyloxycarbonyl)-4-piperidinylisocyanate). RXN SMILES: [CH2:1]([O:8][C:9]([N:11]1[CH2:16][CH2:15][CH:14](C(O)=O)[CH2:13][CH2:12]1)=[O:10])[C:2]1[CH:7]=[CH:6][CH:5]=[CH:4][CH:3]=1.C[N:21]([CH:23]=[O:24])C.C(Cl)(=O)C(Cl)=O.[N-]=[N+]=[N-].[Na+]>ClCCl.O.CC(C)=O>[CH2:1]([O:8][C:9]([N:11]1[CH2:12][CH2:13][CH:14]([N:21]=[C:23]=[O:24])[CH2:15][CH2:16]1)=[O:10])[C:2]1[CH:3]=[CH:4][CH:5]=[CH:6][CH:7]=1 |f:3.4|. Procedure: To a solution of 1-(benzyloxycarbonyl)-4-piperidine carboxylic acid (7.90 g, 30 mmol) and DMF (0.023 ml) in dichloromethane (10 ml) was added oxalyl chloride (3.84 ml) at room temperature with stirring, and the mixture was stirred at the same temperature for 1 hour. The reaction mixture was concentrated under reduced pressure. To the concentrate was added toluene (50 ml) and the mixture was concentrated under reduced pressure. The procedure was repeated. A solution of the concentrate in acetone ... Reactants: C(C)C1=CC=2C3=C(NC2C=C1)CCN(C3)C (8-Ethyl-2-methyl-2,3,4,5-tetrahydro-1H-pyrido[4,3-b]indole), [OH-].[K+] (potassium hydroxide), CC1=NC=C(C=N1)C=C (2-methyl-5-vinyl pyrimidine). Solvent: O (water), CN1C(CCC1)=O (N-methyl 2-pyrolidone). Reaction conditions: time 10 minute. The product is C(C)C1=CC=2C3=C(N(C2C=C1)CCC=1C=NC(=NC1)C)CCN(C3)C (8-Ethyl-2-methyl-5-[2-(2-methyl-pyrimidin-5-yl)-ethyl]-2,3,4,5-tetrahydro-1H-pyrido[4,3-b]indole). Yield: 20.8%. As a reaction SMILES: [CH2:1]([C:3]1[CH:11]=[CH:10][C:9]2[NH:8][C:7]3[CH2:12][CH2:13][N:14]([CH3:16])[CH2:15][C:6]=3[C:5]=2[CH:4]=1)[CH3:2].[OH-].[K+].[CH3:19][C:20]1[N:25]=[CH:24][C:23]([CH:26]=[CH2:27])=[CH:22][N:21]=1>CN1CCCC1=O.O>[CH2:1]([C:3]1[CH:11]=[CH:10][C:9]2[N:8]([CH2:27][CH2:26][C:23]3[CH:22]=[N:21][C:20]([CH3:19])=[N:25][CH:24]=3)[C:7]3[CH2:12][CH2:13][N:14]([CH3:16])[CH2:15][C:6]=3[C:5]=2[CH:4]=1)[CH3:2] |f:1.2|. Procedure details: To a solution of 8-Ethyl-2-methyl-2,3,4,5-tetrahydro-1H-pyrido[4,3-b]indole (0.1 g. 0.00046 mol) in N-methyl 2-pyrolidone (1.0 mL) was added powdered potassium hydroxide (0.13 g, 0.0023 mol) and allowed to stir for 10 min at RT. 2-methyl-5-vinyl pyrimidine (0.14 g, 0.00116 mol) was added and stirred for further 3 h. At 80 deg C. After completion (TLC), reaction mixture was diluted with water (15 mL) and extracted with ethyl acetate (3×50 mL). The organic layer was dried over anhydrous sodium sul... The reactants are CS(C)=O, CC(=O)O, C1CCOC1, N#Cc1ccc(-c2cc3c(s2)-c2ncccc2OCC3)cn1. Product: NCc1ccc(-c2cc3c(s2)-c2ncccc2OCC3)cn1. RXN SMILES: [CH3:23][S:24]([CH3:25])=[O:26].[CH3:27][C:28](=[O:29])[OH:30].[O:31]1[CH2:32][CH2:33][CH2:34][CH2:35]1.[n:1]1[cH:2][cH:3][cH:4][c:5]2[c:11]1-[c:10]1[c:9]([cH:14][c:13](-[c:15]3[cH:16][cH:17][c:18]([C:21]#[N:22])[n:19][cH:20]3)[s:12]1)[CH2:8][CH2:7][O:6]2>>[n:1]1[cH:2][cH:3][cH:4][c:5]2[c:11]1-[c:10]1[c:9]([cH:14][c:13](-[c:15]3[cH:16][cH:17][c:18]([CH2:21][NH2:22])[n:19][cH:20]3)[s:12]1)[CH2:8][CH2:7][O:6]2. Reactants: CC(C)=O, ClCC1CO1, [K+], [K+], O=C([O-])[O-], COC(=O)c1ccccc1O. Yields the product COC(=O)c1ccccc1OCC1CO1. RXN SMILES: [CH3:23][C:24](=[O:25])[CH3:26].[Cl:18][CH2:19][CH:20]1[CH2:21][O:22]1.[K+:12].[K+:13].[O-:14][C:15]([O-:16])=[O:17].[OH:1][c:2]1[c:3]([C:4](=[O:5])[O:6][CH3:7])[cH:8][cH:9][cH:10][cH:11]1>>[O:1]([c:2]1[c:3]([C:4](=[O:5])[O:6][CH3:7])[cH:8][cH:9][cH:10][cH:11]1)[CH2:19][CH:20]1[CH2:21][O:22]1. Reactants: NC1=C(NCCN2CCN(CC2)C2=CC(=C(C=C2)OC)C(F)(F)F)C=CC(=C1)OC (2-Amino-4-methoxy-N-{2-[4-(4-methoxy-3-trifluoromethyl-phenyl)piperazin-1-yl]-ethyl}-aniline), C(=O)(N1C=NC=C1)N1C=NC=C1 (carbonyldiimidazole). Solvent: O1CCCC1 (tetrahydrofurane). Run at time 24 hour. The product is COC1=CC2=C(N(C(N2)=O)CCN2CCN(CC2)C2=CC(=C(C=C2)OC)C(F)(F)F)C=C1 (5-Methoxy-1-{2-[4-(4-methoxy-3-trifluoromethyl-phenyl)piperazin-1-yl]-ethyl}-1,3-dihydro-benzimidazol-2-one). Reaction SMILES: [NH2:1][C:2]1[CH:28]=[C:27]([O:29][CH3:30])[CH:26]=[CH:25][C:3]=1[NH:4][CH2:5][CH2:6][N:7]1[CH2:12][CH2:11][N:10]([C:13]2[CH:18]=[CH:17][C:16]([O:19][CH3:20])=[C:15]([C:21]([F:24])([F:23])[F:22])[CH:14]=2)[CH2:9][CH2:8]1.[C:31](N1C=CN=C1)(N1C=CN=C1)=[O:32]>O1CCCC1>[CH3:30][O:29][C:27]1[CH:26]=[CH:25][C:3]2[N:4]([CH2:5][CH2:6][N:7]3[CH2:12][CH2:11][N:10]([C:13]4[CH:18]=[CH:17][C:16]([O:19][CH3:20])=[C:15]([C:21]([F:22])([F:24])[F:23])[CH:14]=4)[CH2:9][CH2:8]3)[C:31](=[O:32])[NH:1][C:2]=2[CH:28]=1. Procedure: 2-Amino-4-methoxy-N-{2-[4-(4-methoxy-3-trifluoromethyl-phenyl)piperazin-1-yl]-ethyl}-aniline (2.5 g, 6 mmol) is dissolved in 30 ml tetrahydrofurane; 1.5 g (9 mmol) carbonyldiimidazole is added portionwise to the resulting solution. The mixture is left at room temperature under stirring for 24 h. After evaporation to dryness, the residue is purified by silicagel chromatography (methylene chloride/methanol/32% aqueous ammonia 95:5:0.5). The crude title compound is triturated with ethylether. The reactants are COCc1ccccc1N1CCN(C(=O)OC(C)(C)C)CC1, Cl, C1COCCO1. Product: COCc1ccccc1N1CCNCC1. As a reaction SMILES: [C:1]([O:2][C:3](=[O:4])[N:8]1[CH2:9][CH2:10][N:11]([c:14]2[c:15]([CH2:20][O:21][CH3:22])[cH:16][cH:17][cH:18][cH:19]2)[CH2:12][CH2:13]1)([CH3:5])([CH3:6])[CH3:7].[ClH:23].[O:24]1[CH2:25][CH2:26][O:27][CH2:28][CH2:29]1>>[NH:8]1[CH2:9][CH2:10][N:11]([c:14]2[c:15]([CH2:20][O:21][CH3:22])[cH:16][cH:17][cH:18][cH:19]2)[CH2:12][CH2:13]1.